From a dataset of the Open Reaction Database (ORD), a public repository of structured organic reaction records. describe an organic reaction: reactants, conditions, products, and yield Starting materials: BrC1=CN=C2N1N=C(C=C2)NCCCC2=CC=CC=C2 ((3-bromo-imidazo[1,2-b]pyridazin-6-yl)-(3-phenyl-propyl)-amine), Cl.NCC1=CC=C(C=C1)B(O)O ((4-aminomethylphenyl)boronic acid hydrochloride), C(=O)([O-])[O-].[K+].[K+] (K2CO3). The reagents and catalysts are Cl[Pd]([P](C1=CC=CC=C1)(C2=CC=CC=C2)C3=CC=CC=C3)([P](C4=CC=CC=C4)(C5=CC=CC=C5)C6=CC=CC=C6)Cl (dichlorobis(triphenylphosphine)palladium(II)). Run in CO (MeOH), CC#N.O (MeCN water). Reaction conditions: temperature 150 celsius. Product: NCC1=CC=C(C=C1)C1=CN=C2N1N=C(C=C2)NCCCC2=CC=CC=C2 ([3-(4-Aminomethyl-phenyl)-imidazo[1,2-b]pyridazin-6-yl]-(3-phenyl-propyl)-amine). RXN SMILES: Br[C:2]1[N:6]2[N:7]=[C:8]([NH:11][CH2:12][CH2:13][CH2:14][C:15]3[CH:20]=[CH:19][CH:18]=[CH:17][CH:16]=3)[CH:9]=[CH:10][C:5]2=[N:4][CH:3]=1.Cl.[NH2:22][CH2:23][C:24]1[CH:29]=[CH:28][C:27](B(O)O)=[CH:26][CH:25]=1.C([O-])([O-])=O.[K+].[K+]>CC#N.O.CO.Cl[Pd](Cl)([P](C1C=CC=CC=1)(C1C=CC=CC=1)C1C=CC=CC=1)[P](C1C=CC=CC=1)(C1C=CC=CC=1)C1C=CC=CC=1>[NH2:22][CH2:23][C:24]1[CH:29]=[CH:28][C:27]([C:2]2[N:6]3[N:7]=[C:8]([NH:11][CH2:12][CH2:13][CH2:14][C:15]4[CH:20]=[CH:19][CH:18]=[CH:17][CH:16]=4)[CH:9]=[CH:10][C:5]3=[N:4][CH:3]=2)=[CH:26][CH:25]=1 |f:1.2,3.4.5,6.7,^1:47,66|. Procedure details: A mixture of (3-bromo-imidazo[1,2-b]pyridazin-6-yl)-(3-phenyl-propyl)-amine (100 mg, 0.3 mmol), (4-aminomethylphenyl)boronic acid hydrochloride (67 mg, 0.36 mmol), K2CO3 (124 mg, 0.9 mmol) and dichlorobis(triphenylphosphine)palladium(II) (11 mg, 0.015 mmol) in MeCN/water (3.6 ml/0.9 ml) was heated in a microwave at 150° C. for 20 min. The reaction mixture was diluted with MeOH (2 ml) and filtered. The filtrate was subjected to preparative HPLC to give the titled compound as AcOH salt (29.9 mg). ...